This data is from the Open Reaction Database (ORD), a public repository of structured organic reaction records. The task is: describe an organic reaction: reactants, conditions, products, and yield Reactants: O[C@@H]1[C@]2(C)[C@@H](CC1)[C@@H]1CC[C@H]3CC(C[C@@H]([C@]3(C)[C@H]1CC2)C)=O (17β-hydroxy-1α-methyl-5α-androstan-3-one), C1(=CC=C(C=C1)S(=O)(=O)O)C (p-toluenesulphonic acid), C1=CC=CC=C1 (benzene). Run in CCOCC (ether). The product is C1OC2(C[C@@H]3CC[C@H]4[C@@H]5CC[C@@H]([C@@]5(C)CC[C@@H]4[C@]3([C@H](C2)C)C)O)OC1 (3,3-ethylenedioxy-17β-hydroxy-1α-methyl-5α-androstane). As a reaction SMILES: [OH:1][C@H:2]1[CH2:7][CH2:6][C@H:5]2[C@H:8]3[C@H:18]([CH2:19][CH2:20][C@:3]12[CH3:4])[C@:16]1([CH3:17])[C@H:11]([CH2:12][C:13](=[O:22])[CH2:14][C@@H:15]1[CH3:21])[CH2:10][CH2:9]3.C1(C)C=CC(S(O)(=O)=[O:30])=CC=1.[CH:34]1[CH:39]=CC=CC=1>CCOCC>[CH2:34]1[CH2:39][O:30][C:13]2([CH2:14][C@H:15]([CH3:21])[C@@:16]3([CH3:17])[C@@H:11]([CH2:10][CH2:9][C@@H:8]4[C@@H:18]3[CH2:19][CH2:20][C@@:3]3([CH3:4])[C@H:5]4[CH2:6][CH2:7][C@@H:2]3[OH:1])[CH2:12]2)[O:22]1. Procedure: 50 g of 17β-hydroxy-1α-methyl-5α-androstan-3-one were heated at reflux in 1000 ml of absolute benzene, 125 ml of ethylenegycol and 1.25 g of p-toluenesulphonic acid for 7 hours while stirring under a water separator. The solution was then diluted with ether, washed with sodium hydrogen carbonate solution and water, dried and evaporated to dryness. 55 g of 3,3-ethylenedioxy-17β-hydroxy-1α-methyl-5α-androstane were obtained. The reactants are OCC=1NC2=C(N1)C=CC=C2 (2-hydroxymethylbenzimidazole), C(C)(=O)OC(C)=O (acetic anhydride). Run in C(C)(=O)O (acetic acid). The product is C(C)(=O)OCC=1NC2=C(N1)C=CC=C2 (2-acetoxymethylbenzimidazole). Reaction SMILES: [OH:1][CH2:2][C:3]1[NH:4][C:5]2[CH:11]=[CH:10][CH:9]=[CH:8][C:6]=2[N:7]=1.[C:12](OC(=O)C)(=[O:14])[CH3:13]>C(O)(=O)C>[C:12]([O:1][CH2:2][C:3]1[NH:7][C:6]2[CH:8]=[CH:9][CH:10]=[CH:11][C:5]=2[N:4]=1)(=[O:14])[CH3:13]. Procedure: A mixture of 1.0 g of 2-hydroxymethylbenzimidazole and 0.64 ml of acetic anhydride in 10 ml of acetic acid was heated to reflux for 1 hour. The solvent was removed in vacuo and the residue dissolved in chloroform and washed with a sodium bicarbonate solution. The organic layer was separated, dried and concentrated to give 1.2 g of the desired intermediate. The reactants are OC\C=C(/C)\CC\C=C(/C)\CCC=C(C)C ((E,E)-Farnesol), [N+](=[N-])=CP(OC)(OC)=O (dimethyl diazomethylphosphonate). Solvent: CCOCC (ether). Product: CC(=CCOCP(OC)(OC)=O)CCC=C(CCC=C(C)C)C ([(3,7,11-Trimethyl-2,6,10-dodecatrienyl)oxymethyl]phosphonic acid, dimethyl ester). As a reaction SMILES: [OH:1][CH2:2]/[CH:3]=[C:4](/[CH2:6][CH2:7]/[CH:8]=[C:9](/[CH2:11][CH2:12][CH:13]=[C:14]([CH3:16])[CH3:15])\[CH3:10])\[CH3:5].[N+](=[CH:19][P:20](=[O:25])([O:23][CH3:24])[O:21][CH3:22])=[N-]>CCOCC>[CH3:5][C:4]([CH2:6][CH2:7][CH:8]=[C:9]([CH3:10])[CH2:11][CH2:12][CH:13]=[C:14]([CH3:16])[CH3:15])=[CH:3][CH2:2][O:1][CH2:19][P:20](=[O:25])([O:23][CH3:24])[O:21][CH3:22]. Reported procedure: (E,E)-Farnesol, (5.0 mmol, 1.11 g, 1.26 ml) was stirred under argon in 10 ml of dry deoxygenated benzene (10 ml) and treated in one portion with ##STR88## (1.0 mmol, 0.442 g). The dark blue/green solution was stirred at room temperature and a solution of (1.5 g, 10.0 mmol) of dimethyl diazomethylphosphonate (prepared according to D. Seyferth et al, J. Org. Chem., 1971, vol. 36, No. 10, pages 1379 to 1386) in 20 ml of dry, deoxygenated benzene was added dropwise over 4 hours via syringe pump. Aft... Starting materials: COC(C1=CN=C(C=C1)OCC=1C(=NOC1C)CCC(F)(F)F)=O (6-[5-methyl-3-(3,3,3-trifluoro-propyl)-isoxazol-4-ylmethoxy]-nicotinic acid methyl ester), NC1CCOCC1 (4-aminotetrahydropyran). Product: CC1=C(C(=NO1)CCC(F)(F)F)COC1=NC=C(C(=O)NC2CCOCC2)C=C1 (6-[(5-Methyl-3-(3,3,3-trifluoro-propyl)-isoxazol-4-yl)methoxy]-N-(tetrahydro-pyran-4-yl)-nicotinamide). The yield is 10.0%. RXN SMILES: CO[C:3](=[O:24])[C:4]1[CH:9]=[CH:8][C:7]([O:10][CH2:11][C:12]2[C:13]([CH2:18][CH2:19][C:20]([F:23])([F:22])[F:21])=[N:14][O:15][C:16]=2[CH3:17])=[N:6][CH:5]=1.[NH2:25][CH:26]1[CH2:31][CH2:30][O:29][CH2:28][CH2:27]1>>[CH3:17][C:16]1[O:15][N:14]=[C:13]([CH2:18][CH2:19][C:20]([F:21])([F:22])[F:23])[C:12]=1[CH2:11][O:10][C:7]1[CH:8]=[CH:9][C:4]([C:3]([NH:25][CH:26]2[CH2:31][CH2:30][O:29][CH2:28][CH2:27]2)=[O:24])=[CH:5][N:6]=1. Procedure: As described for example 1e, 6-[5-methyl-3-(3,3,3-trifluoro-propyl)-isoxazol-4-ylmethoxy]-nicotinic acid methyl ester (215 mg, 0.62 mmol) was converted, using 4-aminotetrahydropyran instead of isopropylamine, to the title compound (26 mg, 10%) which was obtained as a white solid after purification by chromatography (silica, 0 to 60% ethyl acetate in heptane) and trituration with ethyl acetate and hexane. MS: m/e=414.3 [M+H]+. Reactants: [N+](=O)([O-])C=1C=C(C=O)C=CC1 (3-nitrobenzaldehyde), N[C@@H]1CNCC1 ((S)-3-aminopyrrolidine), ClC=1C(=C(C=C2C(C(=CN(C12)C1CC1)C(=O)O)=O)F)F (8-chloro-1-cyclopropyl-6,7-difluoro-1,4-dihydro-4-oxo-3-quinolinecarboxylic acid). Yields the product Cl.N[C@@H]1CN(CC1)C1=C(C=C2C(C(=CN(C2=C1Cl)C1CC1)C(=O)O)=O)F (7-[(S)-3-amino-1-pyrrolidinyl]-8-chloro-1-cyclopropyl-6-fluoro-1,4-dihydro-4-oxo-3-quinolinecarboxylic acid hydrochloride). As a reaction SMILES: [N+](C1C=C(C=CC=1)C=O)([O-])=O.[NH2:12][C@H:13]1[CH2:17][CH2:16][NH:15][CH2:14]1.[Cl:18][C:19]1[C:20](F)=[C:21]([F:36])[CH:22]=[C:23]2[C:28]=1[N:27]([CH:29]1[CH2:31][CH2:30]1)[CH:26]=[C:25]([C:32]([OH:34])=[O:33])[C:24]2=[O:35]>>[ClH:18].[NH2:12][C@H:13]1[CH2:17][CH2:16][N:15]([C:20]2[C:19]([Cl:18])=[C:28]3[C:23]([C:24](=[O:35])[C:25]([C:32]([OH:34])=[O:33])=[CH:26][N:27]3[CH:29]3[CH2:31][CH2:30]3)=[CH:22][C:21]=2[F:36])[CH2:14]1 |f:3.4|. Procedure details: If, for example, the reaction mixture of 3-nitrobenzaldehyde and (S)-3-aminopyrrolidine is reacted with 8-chloro-1-cyclopropyl-6,7-difluoro-1,4-dihydro-4-oxo-3-quinolinecarboxylic acid in a one-pot reaction, the course of the reaction via the intermediately formed 8-chloro-1-cyclopropyl-6-fluoro-1,4-dihydro-7-[(S)-3-(3-nitrobenzylideneamino)-1-pyrrolidinyl]-4-oxo-3-qninolinecarboxylic acid to give 7-[(S)-3-amino-1-pyrrolidinyl]-8-chloro-1-cyclopropyl-6-fluoro-1,4-dihydro-4-oxo-3-quinolinecarboxy... The reactants are C(C)S (ethyl mercaptan), C([O-])([O-])=O.[K+].[K+] (potassium carbonate), ClC1=C(C=C2C=CC(=NC2=C1)COC1=CC2=C(OCC3=C(C2=O)C=CC=C3)C=C1)F (2-(7-chloro-6-fluoroquinolin-2-yl)methoxy-11-oxo-6,11-dihydrodibenz[b,e]oxepine). The solvent is CN(C=O)C (dimethylformamide). Reaction conditions: temperature 90 celsius, time 4 hour. The product is ClC1=C(C=C2C=CC(=NC2=C1)COC1=CC2=C(OCC3=C(C2=O)C=CC=C3)C=C1)SCC (2-(7-Chloro-6-ethylthioquinolin-2-yl)methoxy-11-oxo-6,11-dihydrodibenz[b,e]oxepine). RXN SMILES: [CH2:1]([SH:3])[CH3:2].C(=O)([O-])[O-].[K+].[K+].[Cl:10][C:11]1[CH:20]=[C:19]2[C:14]([CH:15]=[CH:16][C:17]([CH2:21][O:22][C:23]3[CH:38]=[CH:37][C:26]4[O:27][CH2:28][C:29]5[CH:36]=[CH:35][CH:34]=[CH:33][C:30]=5[C:31](=[O:32])[C:25]=4[CH:24]=3)=[N:18]2)=[CH:13][C:12]=1F>CN(C)C=O>[Cl:10][C:11]1[CH:20]=[C:19]2[C:14]([CH:15]=[CH:16][C:17]([CH2:21][O:22][C:23]3[CH:38]=[CH:37][C:26]4[O:27][CH2:28][C:29]5[CH:36]=[CH:35][CH:34]=[CH:33][C:30]=5[C:31](=[O:32])[C:25]=4[CH:24]=3)=[N:18]2)=[CH:13][C:12]=1[S:3][CH2:1][CH3:2] |f:1.2.3|. Reported procedure: 0.37 ml of ethyl mercaptan and 1.12 g of potassium carbonate were added to 2.0 g of 2-(7-chloro-6-fluoroquinolin-2-yl)methoxy-11-oxo-6,11-dihydrodibenz[b,e]oxepine dissolved in 80 ml of dimethylformamide and the mixture was stirred at 90° C. for 4 hours. Reactants: FC1=C(C#N)C(=CC=C1)F (2,6-difluorobenzonitrile), C(O)(O)=O.NC(=N)N (guanidine carbonate), CO (methanol), [H-].[Na+] (sodium hydride). Run in O (water), O1CCCC1 (tetrahydrofuran), CN(C(C)=O)C (N,N-dimethylacetamide), O1CCCC1 (tetrahydrofuran). Reaction conditions: time 10 minute. The product is COC1=C2C(=NC(=NC2=CC=C1)N)N (5-methoxy-2,4-diaminoquinazoline). Isolated yield 72.0%. As a reaction SMILES: CO.[H-].[Na+].F[C:6]1[CH:13]=[CH:12][CH:11]=[C:10](F)[C:7]=1[C:8]#[N:9].[C:15](=O)(O)[OH:16].[NH2:19][C:20]([NH2:22])=[NH:21]>O1CCCC1.CN(C)C(=O)C.O>[CH3:15][O:16][C:6]1[CH:13]=[CH:12][CH:11]=[C:10]2[C:7]=1[C:8]([NH2:9])=[N:21][C:20]([NH2:22])=[N:19]2 |f:1.2,4.5|. Reported procedure: 2.53 g (79.08 mmol) of methanol was dropped into 5.18 g (86.27 mmol) of 40% sodium hydride suspension in tetrahydrofuran (150 ml) at 0° C. and stirred for 10 min, followed by dropwise addition of 10.0 g (71.89 mmol) of 2,6-difluorobenzonitrile in tetrahydrofuran (100 ml). The reaction mixture as stirred at room temperature for 10 h to complete the reaction. 200 ml of water was added thereto to destroy the excess sodium hydride, and the reaction mixture was extracted with 500 ml of ethyl acetate....